This data is from the Open Reaction Database (ORD), a public repository of structured organic reaction records. The task is: describe an organic reaction: reactants, conditions, products, and yield As a reaction SMILES: [C:1]([CH3:2])([CH3:3])([CH3:4])[O:5][C:6](=[O:7])[N:8]1[CH2:9][CH2:10][CH:11]([c:14]2[c:15]([OH:20])[cH:16][cH:17][cH:18][cH:19]2)[CH2:12][CH2:13]1.[C:35](=[O:36])([O-:37])[O-:38].[Cl:21][CH2:22][CH2:23][O:24][S:25]([c:26]1[cH:27][cH:28][c:29]([CH3:30])[cH:31][cH:32]1)(=[O:33])=[O:34].[Cs+:39].[Cs+:40].[O:41]=[CH:42][N:43]([CH3:44])[CH3:45]>>[C:1]([CH3:2])([CH3:3])([CH3:4])[O:5][C:6](=[O:7])[N:8]1[CH2:9][CH2:10][CH:11]([c:14]2[c:15]([O:20][CH2:23][CH2:22][Cl:21])[cH:16][cH:17][cH:18][cH:19]2)[CH2:12][CH2:13]1. The reactants are CC(C)(C)OC(=O)N1CCC(c2ccccc2O)CC1, O=C([O-])[O-], Cc1ccc(S(=O)(=O)OCCCl)cc1, [Cs+], [Cs+], CN(C)C=O. The product is CC(C)(C)OC(=O)N1CCC(c2ccccc2OCCCl)CC1.